From a dataset of the Open Reaction Database (ORD), a public repository of structured organic reaction records. describe an organic reaction: reactants, conditions, products, and yield The reactants are [OH-].[Na+] (NaOH), [OH-].[Na+] (NaOH), C(C)(=O)O.CS(=O)(=O)C1=C(C=CC=C1)C1=CC=C(C=C1)NC(C(CCC)OC1=CC(=CC=C1)C(N)=N)=O (2-(3-carbamimidoylphenoxy) pentanoic acid (2′-methanesulfonylbiphenyl-4-yl)amide acetate), ClC(=O)OC (methyl chloroformate). The solvent is ClCCl (dichloromethane). Product: COC(NC(C1=CC(=CC=C1)OC(CCC)C(NC1=CC=C(C=C1)C1=C(C=CC=C1)S(=O)(=O)C)=O)=N)=O (methyl(1-imino-1-{3-[1-(2′-methanesulfonylbiphenyl-4-ylcarbamoyl)butoxy]phenyl}methyl)carbamate). RXN SMILES: [OH-].[Na+].C(O)(=O)C.[CH3:7][S:8]([C:11]1[CH:16]=[CH:15][CH:14]=[CH:13][C:12]=1[C:17]1[CH:22]=[CH:21][C:20]([NH:23][C:24](=[O:39])[CH:25]([O:29][C:30]2[CH:35]=[CH:34][CH:33]=[C:32]([C:36](=[NH:38])[NH2:37])[CH:31]=2)[CH2:26][CH2:27][CH3:28])=[CH:19][CH:18]=1)(=[O:10])=[O:9].Cl[C:41]([O:43][CH3:44])=[O:42]>ClCCl>[CH3:44][O:43][C:41](=[O:42])[NH:38][C:36](=[NH:37])[C:32]1[CH:33]=[CH:34][CH:35]=[C:30]([O:29][CH:25]([C:24](=[O:39])[NH:23][C:20]2[CH:19]=[CH:18][C:17]([C:12]3[CH:13]=[CH:14][CH:15]=[CH:16][C:11]=3[S:8]([CH3:7])(=[O:9])=[O:10])=[CH:22][CH:21]=2)[CH2:26][CH2:27][CH3:28])[CH:31]=1 |f:0.1,2.3|. Procedure details: 1 N NaOH is added up to a pH of 9 to a solution of 500 mg (1.07 mmol) of 2-(3-carbamimidoylphenoxy) pentanoic acid (2′-methanesulfonylbiphenyl-4-yl)amide acetate (3) in 40 ml of dichloromethane kept at 5° C. 0.108 ml (1.40 mmol) of methyl chloroformate is then added. During the following hour, the pH is kept at a value of 9 by addition of further 1 N NaOH. The organic phase is then separated off, washed with water, dried over sodium sulfate and evaporated. A colourless solid is obtained; FAB 524 The reactants are OC1C(CC2(CC2)CC1)C#N (6-hydroxyspiro[2.5]octane-5-carbonitrile), CCN(C(C)C)C(C)C (DIPEA), C1CCC2=NCCCN2CC1 (DBU), CS(=O)(=O)Cl (methanesulfonyl chloride). Solvent: C(Cl)Cl (DCM), O (water). Reaction conditions: time 3 hour. The product is C1CC12CC(=CCC2)C#N (Spiro[2.5]oct-5-ene-5-carbonitrile). As a reaction SMILES: O[CH:2]1[CH2:9][CH2:8][C:5]2([CH2:7][CH2:6]2)[CH2:4][CH:3]1[C:10]#[N:11].CCN(C(C)C)C(C)C.CS(Cl)(=O)=O.C1CCN2C(=NCCC2)CC1>C(Cl)Cl.O>[CH2:6]1[C:5]2([CH2:8][CH2:9][CH:2]=[C:3]([C:10]#[N:11])[CH2:4]2)[CH2:7]1. Procedure: To a solution of 6-hydroxyspiro[2.5]octane-5-carbonitrile (110 mg, 0.73 mmol) in DCM (3.6 mL) was added DIPEA (190 mg, 1.4 mmol) followed by the dropwise addition of methanesulfonyl chloride (92 mg, 0.80 mmol). The resulting mixture was stirred at ambient temperature for 3 hours then DBU was added and stirring continued for 16 hours. The mixture was carefully diluted with water and extracted with EtOAc (2×). The combined organic extracts were washed with 1N aqueous HCl, brine, dried over anhydro... Starting materials: [Mg] (magnesium), [Mg] (magnesium), CC1=C(C=CC=C1C)Cl (2,3-dimethylchlorobenzene), C(C)(C)(C)C1=CC=C(C=C1)Br (p-tert-butylbromobenzene), Cl (hydrochloric acid), II (iodine), CC1=C(C=CC=C1C)Cl (2,3-dimethylchlorobenzene). Reagents/catalysts: [Ni](Cl)Cl (nickel(II) chloride), BrCCBr (1,2-dibromoethane). Solvent: O1CCCC1 (THF), O1CCCC1 (THF), O1CCCC1 (tetrahydrofuran), O1CCCC1 (THF). Run at time 2 hour. The product is C(C)(C)(C)C1=CC=C(C=C1)C1=C(C(=CC=C1)C)C (4-tert-Butyl-2′,3′-dimethylbiphenyl). Reaction SMILES: [Mg].II.[CH3:4][C:5]1[C:10]([CH3:11])=[CH:9][CH:8]=[CH:7][C:6]=1Cl.[C:13]([C:17]1[CH:22]=[CH:21][C:20](Br)=[CH:19][CH:18]=1)([CH3:16])([CH3:15])[CH3:14].Cl>O1CCCC1.BrCCBr.[Ni](Cl)Cl>[C:13]([C:17]1[CH:22]=[CH:21][C:20]([C:6]2[CH:7]=[CH:8][CH:9]=[C:10]([CH3:11])[C:5]=2[CH3:4])=[CH:19][CH:18]=1)([CH3:16])([CH3:15])[CH3:14]. Procedure: 23.8 g (1.1 eq.) of magnesium (for Grignard reactions from Aldrich) were suspended in 95 ml of tetrahydrofuran (THF) and activated by addition of a small amount of iodine. 62.7 g (0.45 mol) of 2,3-dimethylchlorobenzene were subsequently added. To start the Grignard reaction, a few drops of 1,2-dibromoethane were carefully added. After the reaction had been started successfully, the remaining 62.7 g (0.45 mol) of 2,3-dimethylchlorobenzene diluted with 380 ml of THF were added dropwise at such a r... Yields the product C(C)(C)(C)[Si](OCCN1N=C(C=C1)NC([C@H](C[C@@H]1CC(CC1)=O)C1=CC(=CC=C1)C(F)(F)F)=O)(C)C ((R)—N-{1-[2-(tert-butyl-dimethyl-silanyloxy)-ethyl]-1H-pyrazol-3-yl}-3-((R)-3-oxo-cyclopentyl)-2-(3-trifluoromethyl-phenyl)-propionamide). The yield is 58.0%. Reactants: C(C(=O)Cl)(=O)Cl (oxalyl chloride), O=C1C[C@H](CC1)C[C@@H](C(=O)O)C1=CC(=CC=C1)C(F)(F)F ((R)-3-((R)-3-Oxo-cyclopentyl)-2-(3-trifluoromethyl-phenyl)-propionic acid), C(C)(C)(C)[Si](OCCN1N=C(C=C1)N)(C)C (1-[2-(tert-butyl-dimethyl-silanyloxy)-ethyl]-1H-pyrazol-3-ylamine), N1=C(C=CC=C1C)C (2,6-lutidine). Conditions: temperature 25 celsius, time 30 minute. As a reaction SMILES: [O:1]=[C:2]1[CH2:6][CH2:5][C@H:4]([CH2:7][C@H:8]([C:12]2[CH:17]=[CH:16][CH:15]=[C:14]([C:18]([F:21])([F:20])[F:19])[CH:13]=2)[C:9]([OH:11])=O)[CH2:3]1.C(Cl)(=O)C(Cl)=O.[C:28]([Si:32]([CH3:43])([CH3:42])[O:33][CH2:34][CH2:35][N:36]1[CH:40]=[CH:39][C:38]([NH2:41])=[N:37]1)([CH3:31])([CH3:30])[CH3:29].N1C(C)=CC=CC=1C>C(Cl)Cl>[C:28]([Si:32]([CH3:43])([CH3:42])[O:33][CH2:34][CH2:35][N:36]1[CH:40]=[CH:39][C:38]([NH:41][C:9](=[O:11])[C@@H:8]([C:12]2[CH:17]=[CH:16][CH:15]=[C:14]([C:18]([F:21])([F:20])[F:19])[CH:13]=2)[CH2:7][C@H:4]2[CH2:5][CH2:6][C:2](=[O:1])[CH2:3]2)=[N:37]1)([CH3:31])([CH3:30])[CH3:29]. Procedure: (R)-3-((R)-3-Oxo-cyclopentyl)-2-(3-trifluoromethyl-phenyl)-propionic acid (85 mg, 0.28 mmol) was dissolved in methylene chloride (2 mL) and N,N-dimethylfomamide (three drops) at 25° C. under argon. To this solution was added dropwise a solution of oxalyl chloride in methylene chloride (2 M solution, 150 μL, 0.29 mmol) which produced gas evolution and it was then stirred at 25° C. for 30 minutes after which time it was concentrated in vacuo. The residue was then dissolved in methylene chloride (2... Run in C(Cl)Cl (methylene chloride), C(Cl)Cl (methylene chloride), C(Cl)Cl (methylene chloride). The solvent is C(C)(=O)OCC (ethyl acetate). Yields the product C(C)(=O)N(N=CC1=CC=CC=C1)CCO (Benzaldehyde acetyl(2-hydroxyethyl)hydrazone). Reactants: OCCNN=CC1=CC=CC=C1 (benzaldehyde (2-hydroxyethyl)hydrazone), N1=CC=CC=C1 (pyridine), C(C)(=O)Cl (acetyl chloride). RXN SMILES: [C:1](Cl)(=[O:3])[CH3:2].[OH:5][CH2:6][CH2:7][NH:8][N:9]=[CH:10][C:11]1[CH:16]=[CH:15][CH:14]=[CH:13][CH:12]=1.N1C=CC=CC=1>C(OCC)(=O)C>[C:1]([N:8]([CH2:7][CH2:6][OH:5])[N:9]=[CH:10][C:11]1[CH:16]=[CH:15][CH:14]=[CH:13][CH:12]=1)(=[O:3])[CH3:2]. Reported procedure: 0.78 g (10-2 moles) of acetyl chloride is added dropwise to a solution containing 10-2 moles of benzaldehyde (2-hydroxyethyl)hydrazone and 0.79 g (10-2 moles) of anhydrous pyridine in 20 ml of anhydrous ethyl acetate, with stirring in the cold. The reactants are COC(=O)c1ncc(-c2cccc(C(F)(F)F)c2)cc1Cl, Cc1cc(-c2cccc(C(F)(F)F)c2)cnc1C(=O)O, C1CCN(C2CCNCC2)C1. Yields the product O=C(c1ncc(-c2cccc(C(F)(F)F)c2)cc1Cl)N1CCC(N2CCCC2)CC1. As a reaction SMILES: [CH3:1][O:2][C:3](=[O:4])[c:5]1[n:6][cH:7][c:8](-[c:12]2[cH:13][c:14]([C:18]([F:19])([F:20])[F:21])[cH:15][cH:16][cH:17]2)[cH:9][c:10]1[Cl:11].[CH3:22][c:23]1[c:24]([C:25]([OH:26])=[O:27])[n:28][cH:29][c:30](-[c:31]2[cH:32][cH:33][cH:34][c:35]([C:36]([F:37])([F:38])[F:39])[cH:40]2)[cH:41]1.[N:42]1([CH:47]2[CH2:48][CH2:49][NH:50][CH2:51][CH2:52]2)[CH2:43][CH2:44][CH2:45][CH2:46]1>>[C:3](=[O:4])([c:5]1[n:6][cH:7][c:8](-[c:12]2[cH:13][c:14]([C:18]([F:19])([F:20])[F:21])[cH:15][cH:16][cH:17]2)[cH:9][c:10]1[Cl:11])[N:50]1[CH2:49][CH2:48][CH:47]([N:42]2[CH2:43][CH2:44][CH2:45][CH2:46]2)[CH2:52][CH2:51]1. Starting materials: N[C@@H](C(=O)N1CCN(CC1)C1=C(C=CC=C1)NS(=O)(=O)C)CC1=CC(=C(C=C1)Cl)Cl ((2R)-2-Amino-3-(3,4-dichlorophenyl)-1-(4-{2-[(methylsulfonyl)amino]phenyl}piperazinyl)propan-1-one), CCN=C=NCCCN(C)C.CI (1-(3-dimethylaminopropyl)-3-ethylcarbodiimide methiodide), C1=CC2=C(N=C1)N(N=N2)O (HOAT), XIX, N1([C@@H](CC2=CC=CC=C2C1)C(=O)O)C(=O)OC(C)(C)C (Boc-L-Tic-OH). The solvent is CN(C)C=O (DMF). Product: ClC=1C=C(C=CC1Cl)C[C@H](C(=O)N1CCN(CC1)C1=C(C=CC=C1)NS(=O)(=O)C)NC(=O)[C@H]1N(CC2=CC=CC=C2C1)C(=O)OC(C)(C)C (tert-Butyl 3-{N-[(1R)-1-[(3,4-dichlorophenyl)methyl]-2-(4-{2-[(methylsulfonyl)amino]phenyl}piperazinyl)-2-oxoethyl]carbamoyl}(3S)-1,2,3,4-tetrahydroisoquinoline-2-carboxylate). RXN SMILES: [NH2:1][C@H:2]([CH2:22][C:23]1[CH:28]=[CH:27][C:26]([Cl:29])=[C:25]([Cl:30])[CH:24]=1)[C:3]([N:5]1[CH2:10][CH2:9][N:8]([C:11]2[CH:16]=[CH:15][CH:14]=[CH:13][C:12]=2[NH:17][S:18]([CH3:21])(=[O:20])=[O:19])[CH2:7][CH2:6]1)=[O:4].[N:31]1([C:44]([O:46][C:47]([CH3:50])([CH3:49])[CH3:48])=[O:45])[CH2:40][C:39]2[C:34](=[CH:35][CH:36]=[CH:37][CH:38]=2)[CH2:33][C@H:32]1[C:41](O)=[O:42].CCN=C=NCCCN(C)C.CI.C1C=NC2N(O)N=NC=2C=1>CN(C=O)C>[Cl:30][C:25]1[CH:24]=[C:23]([CH2:22][C@@H:2]([NH:1][C:41]([C@@H:32]2[CH2:33][C:34]3[C:39](=[CH:38][CH:37]=[CH:36][CH:35]=3)[CH2:40][N:31]2[C:44]([O:46][C:47]([CH3:50])([CH3:49])[CH3:48])=[O:45])=[O:42])[C:3]([N:5]2[CH2:6][CH2:7][N:8]([C:11]3[CH:16]=[CH:15][CH:14]=[CH:13][C:12]=3[NH:17][S:18]([CH3:21])(=[O:19])=[O:20])[CH2:9][CH2:10]2)=[O:4])[CH:28]=[CH:27][C:26]=1[Cl:29] |f:2.3|. Procedure: tert-Butyl 3-{N-[(1R)-1-[(3,4-dichlorophenyl)methyl]-2-(4-{2-[(methylsulfonyl)amino]phenyl}piperazinyl)-2-oxoethyl]carbamoyl}(3S)-1,2,3,4-tetrahydroisoquinoline-2-carboxylate was prepared from (2R)-2-amino-3-(3,4-dichlorophenyl)-1-(4-{2-[(methylsulfonyl)amino]phenyl}-piperazinyl)propan-1-one (Step 2) (350 mg, 0.750 mmol) according to the procedure for Preparation XIX using Boc-L-Tic-OH (220 mg, 0.78 mmol), 1-(3-dimethylaminopropyl)-3-ethylcarbodiimide methiodide (450 mg, 1.5 mmol), HOAT (100 mg,...